Task: describe an organic reaction: reactants, conditions, products, and yield. Dataset: the Open Reaction Database (ORD), a public repository of structured organic reaction records Starting materials: CO, Cl, Nc1ncc(-c2cnn(CCOC3CCCCO3)c2)c2cc(-c3cccc4cnccc34)oc12. Product: Nc1ncc(-c2cnn(CCO)c2)c2cc(-c3cccc4cnccc34)oc12. Reaction SMILES: [CH3:36][OH:37].[ClH:35].[cH:1]1[n:2][cH:3][cH:4][c:5]2[c:6](-[c:11]3[cH:12][c:13]4[c:14]([c:15]([NH2:33])[n:16][cH:17][c:18]4-[c:19]4[cH:20][n:21][n:22]([CH2:24][CH2:25][O:26][CH:27]5[CH2:28][CH2:29][CH2:30][CH2:31][O:32]5)[cH:23]4)[o:34]3)[cH:7][cH:8][cH:9][c:10]12>>[cH:1]1[n:2][cH:3][cH:4][c:5]2[c:6](-[c:11]3[cH:12][c:13]4[c:14]([c:15]([NH2:33])[n:16][cH:17][c:18]4-[c:19]4[cH:20][n:21][n:22]([CH2:24][CH2:25][OH:26])[cH:23]4)[o:34]3)[cH:7][cH:8][cH:9][c:10]12. The reactants are ClCCl, CCOCC, O=[Cr](=O)([O-])O[Cr](=O)(=O)[O-], c1cc[nH+]cc1, c1cc[nH+]cc1, OC(C#Cc1ncc[nH]1)c1ccccc1. Product: O=C(C#Cc1ncc[nH]1)c1ccccc1. RXN SMILES: [CH2:22]([Cl:23])[Cl:24].[CH2:40]([O:41][CH2:42][CH3:43])[CH3:44].[Cr:1]([O:2][Cr:3]([O-:4])(=[O:5])=[O:6])([O-:7])(=[O:8])=[O:9].[nH+:10]1[cH:11][cH:12][cH:13][cH:14][cH:15]1.[nH+:16]1[cH:17][cH:18][cH:19][cH:20][cH:21]1.[nH:25]1[c:26]([C:30]#[C:31][CH:32]([OH:33])[c:34]2[cH:35][cH:36][cH:37][cH:38][cH:39]2)[n:27][cH:28][cH:29]1>>[nH:25]1[c:26]([C:30]#[C:31][C:32](=[O:33])[c:34]2[cH:35][cH:36][cH:37][cH:38][cH:39]2)[n:27][cH:28][cH:29]1. The reactants are Cc1ccc(S(=O)(=O)OCC2Cc3ccccc3N2C(=O)OC(C)(C)C)cc1, C1CCOC1, [H-], [Na+], CN(C)C=O, Oc1ccccc1. The product is CC(C)(C)OC(=O)N1c2ccccc2CC1COc1ccccc1. Reaction SMILES: [C:10]([CH3:11])([CH3:12])([CH3:13])[O:14][C:15](=[O:16])[N:17]1[CH:18]([CH2:26][O:27][S:28]([c:29]2[cH:30][cH:31][c:32]([CH3:33])[cH:34][cH:35]2)(=[O:36])=[O:37])[CH2:19][c:20]2[cH:21][cH:22][cH:23][cH:24][c:25]21.[CH2:38]1[O:39][CH2:40][CH2:41][CH2:42]1.[H-:8].[Na+:9].[O:43]=[CH:44][N:45]([CH3:46])[CH3:47].[OH:1][c:2]1[cH:3][cH:4][cH:5][cH:6][cH:7]1>>[O:1]([c:2]1[cH:3][cH:4][cH:5][cH:6][cH:7]1)[CH2:26][CH:18]1[N:17]([C:15]([O:14][C:10]([CH3:11])([CH3:12])[CH3:13])=[O:16])[c:25]2[c:20]([cH:21][cH:22][cH:23][cH:24]2)[CH2:19]1. Starting materials: CCCCCN(C(=O)Nc1ccc(C(=O)OC)cn1)c1ccc2c(c1)C(C)(C)CCC2(C)C, C1CCOC1, CO, Cl, [Li+], [OH-], O, O. Product: CCCCCN(C(=O)Nc1ccc(C(=O)O)cn1)c1ccc2c(c1)C(C)(C)CCC2(C)C. RXN SMILES: [CH2:1]([CH2:2][CH2:3][CH2:4][CH3:5])[N:6]([C:7]([NH:8][c:9]1[n:10][cH:11][c:12]([C:13](=[O:14])[O:15][CH3:16])[cH:17][cH:18]1)=[O:19])[c:20]1[cH:21][c:22]2[c:27]([cH:28][cH:29]1)[C:26]([CH3:30])([CH3:31])[CH2:25][CH2:24][C:23]2([CH3:32])[CH3:33].[CH2:38]1[O:39][CH2:40][CH2:41][CH2:42]1.[CH3:43][OH:44].[ClH:37].[Li+:36].[OH-:35].[OH2:34].[OH2:45]>>[CH2:1]([CH2:2][CH2:3][CH2:4][CH3:5])[N:6]([C:7]([NH:8][c:9]1[n:10][cH:11][c:12]([C:13](=[O:14])[OH:15])[cH:17][cH:18]1)=[O:19])[c:20]1[cH:21][c:22]2[c:27]([cH:28][cH:29]1)[C:26]([CH3:30])([CH3:31])[CH2:25][CH2:24][C:23]2([CH3:32])[CH3:33]. Reactants: [Cl-], O=[N+]([O-])c1cc(F)c(Oc2cnc3ccccc3c2)c(Cl)c1, [Fe], [NH4+]. Product: Nc1cc(F)c(Oc2cnc3ccccc3c2)c(Cl)c1. As a reaction SMILES: [Cl-:23].[Cl:1][c:2]1[cH:3][c:4]([N+:20]([O-:21])=[O:22])[cH:5][c:6]([F:19])[c:7]1[O:8][c:9]1[cH:10][n:11][c:12]2[cH:13][cH:14][cH:15][cH:16][c:17]2[cH:18]1.[Fe:25].[NH4+:24]>>[Cl:1][c:2]1[cH:3][c:4]([NH2:20])[cH:5][c:6]([F:19])[c:7]1[O:8][c:9]1[cH:10][n:11][c:12]2[cH:13][cH:14][cH:15][cH:16][c:17]2[cH:18]1. Starting materials: N1CCCC1 (pyrrolidine), ClCCOCCOC(C)O (2-chloroethoxyethoxyethanol), [OH-].[K+] (KOH). Run in C(C)O (ethanol). The product is OCCOCCOCCN1CCCC1 (N-(hydroxyethoxyethoxyethyl)pyrrolidine). The yield is 76.0%. Reaction SMILES: [NH:1]1[CH2:5][CH2:4][CH2:3][CH2:2]1.Cl[CH2:7][CH2:8][O:9][CH2:10][CH2:11][O:12][CH:13](O)[CH3:14].[OH-:16].[K+]>C(O)C>[OH:16][CH2:7][CH2:8][O:9][CH2:10][CH2:11][O:12][CH2:13][CH2:14][N:1]1[CH2:5][CH2:4][CH2:3][CH2:2]1 |f:2.3|. Reported procedure: A total of 295 g of pyrrolidine and 250 g of 2-chloroethoxyethoxyethanol in 750 ml of ethanol was refluxed for 5 hours. The reaction mixture was then treated with 106 g of KOH and refluxed for an additional hour. Filtration and distillation yielded 229 g of N-(hydroxyethoxyethoxyethyl)pyrrolidine (b.p.=145° C. at 3 mm). Reactants: OCCC1=CC=C(C#N)C=C1 (4-(2-hydroxyethyl)benzonitrile), ClC1=NC(N2C(N(CCC2)C)=C1)=O (8-chloro-1-methyl-3,4-dihydro-1H-pyrimido[1,6-a]pyrimidin-6(2H)-one). Product: CN1C=2N(CCC1)C(N=C(C2)OCCC2=CC=C(C#N)C=C2)=O (4-[2-(1-Methyl-6-oxo-1,3,4,6-tetrahydro-2H-pyrimido[1,6-a]pyrimidin-8-yloxy)-ethyl]-benzonitrile). As a reaction SMILES: [OH:1][CH2:2][CH2:3][C:4]1[CH:11]=[CH:10][C:7]([C:8]#[N:9])=[CH:6][CH:5]=1.Cl[C:13]1[CH:23]=[C:17]2[N:18]([CH3:22])[CH2:19][CH2:20][CH2:21][N:16]2[C:15](=[O:24])[N:14]=1>>[CH3:22][N:18]1[CH2:19][CH2:20][CH2:21][N:16]2[C:15](=[O:24])[N:14]=[C:13]([O:1][CH2:2][CH2:3][C:4]3[CH:11]=[CH:10][C:7]([C:8]#[N:9])=[CH:6][CH:5]=3)[CH:23]=[C:17]12. Reported procedure: The title compound or its salt was prepared by a procedure similar to that described for E11 starting from of 4-(2-hydroxyethyl)benzonitrile and 8-chloro-1-methyl-3,4-dihydro-1H-pyrimido[1,6-a]pyrimidin-6(2H)-one. Starting materials: Cl.N1CCCCC1 (piperidine hydrochloride), C1(=CC=CC=C1)C(CCCl)C1=CC=CC=C1 (1,1-diphenyl-3-chloropropane), C1(=CC=CC=C1)C(C#N)(CCBr)C1=CC=CC=C1 (2,2-diphenyl-4-bromobutyronitrile). Yields the product Cl.C1(=CC=CC=C1)C(CCN1CCCCC1)C1=CC=CC=C1 (1-(3,3-diphenylpropyl)piperidine hydrocloride). As a reaction SMILES: Cl.[NH:2]1[CH2:7][CH2:6][CH2:5][CH2:4][CH2:3]1.[C:8]1([CH:14]([C:18]2[CH:23]=[CH:22][CH:21]=[CH:20][CH:19]=2)[CH2:15][CH2:16][Cl:17])[CH:13]=[CH:12][CH:11]=[CH:10][CH:9]=1.C1(C(C2C=CC=CC=2)(CCBr)C#N)C=CC=CC=1>>[ClH:17].[C:8]1([CH:14]([C:18]2[CH:19]=[CH:20][CH:21]=[CH:22][CH:23]=2)[CH2:15][CH2:16][N:2]2[CH2:7][CH2:6][CH2:5][CH2:4][CH2:3]2)[CH:13]=[CH:12][CH:11]=[CH:10][CH:9]=1 |f:0.1,4.5|. Procedure details: Repetition of the procedure detailed in Example 12 using piperidine hydrochloride and 1,1-diphenyl-3-chloropropane in place of the 2-azabicyclo[2.2.2]octane hydrochloride and 2,2-diphenyl-4-bromobutyronitrile affords 1-(3,3-diphenylpropyl)piperidine hydrocloride, melting at about 216° - 217° C., and represented by the following structural formula. ##STR13## The reactants are Cl (hydrochloride), Cl.ClCCN1CCOCC1 (4-(2-chloroethyl)morpholine hydrochloride), C(CCCCCCCCCCCCC)OC1=CC=C(O1)C(=O)O (5-(tetradecyloxy)furan-2-carboxylic acid), C([O-])([O-])=O.[Cs+].[Cs+] (cesium carbonate). Product: C(CCCCCCCCCCCCC)OC1=CC=C(O1)C(=O)OCCN1CCOCC1 (2-morpholinoethyl 5-(tetradecyloxy)furan-2-carboxylate). RXN SMILES: Cl.Cl[CH2:3][CH2:4][N:5]1[CH2:10][CH2:9][O:8][CH2:7][CH2:6]1.[CH2:11]([O:25][C:26]1[O:30][C:29]([C:31]([OH:33])=[O:32])=[CH:28][CH:27]=1)[CH2:12][CH2:13][CH2:14][CH2:15][CH2:16][CH2:17][CH2:18][CH2:19][CH2:20][CH2:21][CH2:22][CH2:23][CH3:24].C(=O)([O-])[O-].[Cs+].[Cs+].Cl>>[CH2:11]([O:25][C:26]1[O:30][C:29]([C:31]([O:33][CH2:3][CH2:4][N:5]2[CH2:10][CH2:9][O:8][CH2:7][CH2:6]2)=[O:32])=[CH:28][CH:27]=1)[CH2:12][CH2:13][CH2:14][CH2:15][CH2:16][CH2:17][CH2:18][CH2:19][CH2:20][CH2:21][CH2:22][CH2:23][CH3:24] |f:0.1,3.4.5|. Procedure details: The title compound was prepared as in Example 30 starting with 0.224 g (1.2 mmol) of 4-(2-chloroethyl)morpholine hydrochloride and 0.162 g (0.5 mmol) of 5-(tetradecyloxy)furan-2-carboxylic acid with the exception that a total of 0.730 g of cesium carbonate was added to neutralize the hydrochloride. 1H NMR (300 MHz, CDCl3) δ: 7.15 (d, 1H), 5.30 (d, 1H), 4.40 (t, 2H), 4.10 (t, 2H), 3.70 (app t, 4H), 2.70 (t, 2H), 2.55 (app t, 4H), 1.80 (p, 2H), 1.18-1.55 (m, 22H), 0.89 (t, 3H). The reactants are ClC1=NC=2N([C@@H](C(N(C2C=N1)C)=O)CC)C1CC1 ((R)-2-chloro-8-cyclopropyl-7-ethyl-5-methyl-7,8-dihydropteridin-6(5H)-one), C1(=CC=CC=C1)C=1C=NC=CC1B1OC(C(O1)(C)C)(C)C (3-phenyl-4-(4,4,5,5-tetramethyl-1,3,2-dioxaborolan-2-yl)pyridine). The product is C1(CC1)N1[C@@H](C(N(C=2C=NC(=NC12)C1=C(C=NC=C1)C1=CC=CC=C1)C)=O)CC ((R)-8-cyclopropyl-7-ethyl-5-methyl-2-(3-phenylpyridin-4-yl)-7,8-dihydropteridin-6(5H)-one). As a reaction SMILES: Cl[C:2]1[N:11]=[CH:10][C:9]2[N:8]([CH3:12])[C:7](=[O:13])[C@@H:6]([CH2:14][CH3:15])[N:5]([CH:16]3[CH2:18][CH2:17]3)[C:4]=2[N:3]=1.[C:19]1([C:25]2[CH:26]=[N:27][CH:28]=[CH:29][C:30]=2B2OC(C)(C)C(C)(C)O2)[CH:24]=[CH:23][CH:22]=[CH:21][CH:20]=1>>[CH:16]1([N:5]2[C:4]3[N:3]=[C:2]([C:30]4[CH:29]=[CH:28][N:27]=[CH:26][C:25]=4[C:19]4[CH:20]=[CH:21][CH:22]=[CH:23][CH:24]=4)[N:11]=[CH:10][C:9]=3[N:8]([CH3:12])[C:7](=[O:13])[C@H:6]2[CH2:14][CH3:15])[CH2:18][CH2:17]1. Procedure details: The title compound was prepared similarly to the methods described in Example 5, with Intermediate O instead of Intermediate B and with 3-phenyl-4-(4,4,5,5-tetramethyl-1,3,2-dioxaborolan-2-yl)pyridine (Boronic Acid 2) instead of pyridin-4-ylboronic acid. LCMS: 386.2 m/z (M+H)+; ret. Time: 6.04 min (Analytical Method C).